The task is: describe an organic reaction: reactants, conditions, products, and yield. This data is from the Open Reaction Database (ORD), a public repository of structured organic reaction records. The reactants are O=C1CCC(=O)N1Br, CC#N, O=Cc1cccc(C2CCC2)c1O. The product is O=Cc1cc(Br)cc(C2CCC2)c1O. Reaction SMILES: [Br:14][N:15]1[C:16](=[O:17])[CH2:18][CH2:19][C:20]1=[O:21].[CH3:22][C:23]#[N:24].[CH:1]1([c:5]2[c:6]([OH:13])[c:7]([CH:8]=[O:9])[cH:10][cH:11][cH:12]2)[CH2:2][CH2:3][CH2:4]1>>[CH:1]1([c:5]2[c:6]([OH:13])[c:7]([CH:8]=[O:9])[cH:10][c:11]([Br:14])[cH:12]2)[CH2:2][CH2:3][CH2:4]1.